This data is from the Open Reaction Database (ORD), a public repository of structured organic reaction records. The task is: describe an organic reaction: reactants, conditions, products, and yield Reactants: C(C(C)(C)C)(=O)NC=1N=C(C2=C(N1)N=CC(=C2)C#CC=2SC=C(N2)C(=O)N[C@@H](CCC(=O)OCC)C(=O)OCC)O (diethyl N-{2-[2-pivaloylamino4-hydroxypyrido[2,3-d]pyrimidin-6-ylethynyl]-4-thiazolylcarbonyl}-L-glutamate). The reagents and catalysts are [Pt]=O (platinum oxide). Run in C(C)(=O)O (acetic acid). Conditions: time 24 hour. Product: C(C(C)(C)C)(=O)NC=1N=C(C2=C(N1)NCC(C2)CCC=2SC=C(N2)C(=O)N[C@@H](CCC(=O)OCC)C(=O)OCC)O (diethyl N-{2-[2-(2-pivaloylamino-4-hydroxy-5,6,7,8-tetrahydropyrido[2,3-d]pyrimidin-6-yl)ethyl]-4-thiazolylcarbonyl}-L-glutamate). The yield is 36.2%. Reaction SMILES: [C:1]([NH:7][C:8]1[N:9]=[C:10]([OH:41])[C:11]2[CH:17]=[C:16]([C:18]#[C:19][C:20]3[S:21][CH:22]=[C:23]([C:25]([NH:27][C@H:28]([C:36]([O:38][CH2:39][CH3:40])=[O:37])[CH2:29][CH2:30][C:31]([O:33][CH2:34][CH3:35])=[O:32])=[O:26])[N:24]=3)[CH:15]=[N:14][C:12]=2[N:13]=1)(=[O:6])[C:2]([CH3:5])([CH3:4])[CH3:3]>C(O)(=O)C.[Pt]=O>[C:1]([NH:7][C:8]1[N:9]=[C:10]([OH:41])[C:11]2[CH2:17][CH:16]([CH2:18][CH2:19][C:20]3[S:21][CH:22]=[C:23]([C:25]([NH:27][C@H:28]([C:36]([O:38][CH2:39][CH3:40])=[O:37])[CH2:29][CH2:30][C:31]([O:33][CH2:34][CH3:35])=[O:32])=[O:26])[N:24]=3)[CH2:15][NH:14][C:12]=2[N:13]=1)(=[O:6])[C:2]([CH3:4])([CH3:5])[CH3:3]. Reported procedure: To a 50 mL round bottom flask were charged 0.25 g (0.43 mmol) of diethyl N-{2-[2-pivaloylamino4-hydroxypyrido[2,3-d]pyrimidin-6-ylethynyl]-4-thiazolylcarbonyl}-L-glutamate dissolved in 8 mL of glacial acetic acid, followed by the addition of 0.25 g of platinum oxide catalyst. The reaction was then stirred under hydrogen at 1 atmosphere for 24 hours The catalyst was then filtered away, and the filtrate was removed in vacuo. The residue was then purified using silica gel flash chromatography eluti... Reactants: OC1=CC=C(C=C1)CCCCO (4-(4-hydroxyphenyl)butanol), C([O-])([O-])=O.[K+].[K+] (potassium carbonate), COC(=O)C1=C(SC=C1)CCl (2-chloromethyl-3-thiophenecarboxylic acid methyl ester). The reagents and catalysts are [I-].[K+] (potassium iodide). Run in CC(CC)=O (2-butanone), CC(CC)=O (2-butanone). Yields the product COC(=O)C1=C(SC=C1)COC1=CC=C(C=C1)CCCCO (2-[4-(4-Hydroxybutyl)phenoxymethyl]-3-thiophenecarboxylic acid methyl ester). Yield: 65.4%. Reaction SMILES: [OH:1][C:2]1[CH:7]=[CH:6][C:5]([CH2:8][CH2:9][CH2:10][CH2:11][OH:12])=[CH:4][CH:3]=1.C(=O)([O-])[O-].[K+].[K+].[CH3:19][O:20][C:21]([C:23]1[CH:27]=[CH:26][S:25][C:24]=1[CH2:28]Cl)=[O:22]>[I-].[K+].CC(=O)CC>[CH3:19][O:20][C:21]([C:23]1[CH:27]=[CH:26][S:25][C:24]=1[CH2:28][O:1][C:2]1[CH:3]=[CH:4][C:5]([CH2:8][CH2:9][CH2:10][CH2:11][OH:12])=[CH:6][CH:7]=1)=[O:22] |f:1.2.3,5.6|. Procedure: To a stirred mixture of 8.31 g of 4-(4-hydroxyphenyl)butanol, 20.73 g of milled anhydrous potassium carbonate, 0.5 g of powdered potassium iodide and 200 ml of 2-butanone was added, over a few minutes, a solution of 9.45 g 2-chloromethyl-3-thiophenecarboxylic acid methyl ester and 20 ml of 2-butanone. The suspension was heated under reflux overnight, with stirring. The reaction mixture was filtered while hot, and the filter cake was washed with 2-butanone. The combined filtrate was concentrated.... The reactants are S1NC(C2=C1C=CC=C2)=O (benzo[d]isothiazol-3-one), CC1CCN(CC1)C(=O)Cl (4-methylpiperidine-1-carbonyl chloride). Yields the product CC1CCN(CC1)C(=O)OC1=NSC2=C1C=CC=C2 (Benzo[d]isothiazol-3-yl 4-methylpiperidine-1-carboxylate). RXN SMILES: [S:1]1[C:5]2[CH:6]=[CH:7][CH:8]=[CH:9][C:4]=2[C:3](=[O:10])[NH:2]1.[CH3:11][CH:12]1[CH2:17][CH2:16][N:15]([C:18](Cl)=[O:19])[CH2:14][CH2:13]1>>[CH3:11][CH:12]1[CH2:17][CH2:16][N:15]([C:18]([O:10][C:3]2[C:4]3[CH:9]=[CH:8][CH:7]=[CH:6][C:5]=3[S:1][N:2]=2)=[O:19])[CH2:14][CH2:13]1. Reported procedure: In analogy to example 1, 45 mg (0.3 mmol) of benzo[d]isothiazol-3-one were reacted with 58 mg (0.36 mmol) of 4-methylpiperidine-1-carbonyl chloride. Yield: 26 mg (32%), M+H+: 277.14. The reactants are CNC1=CC=CC=C1 (N-methylaniline), CC=1C(=NC(=NC1C)N1[C@H](C2=CC=CC=C2CC1)C)Cl ((S)-5,6-dimethyl-2-(1-methyl-1,2,3,4-tetrahydroisoquinolin-2-yl)-4-chloropyrimidine). Solvent: CN(C=O)C (dimethylformamide). Product: Cl.CC=1C(=NC(=NC1C)N1[C@H](C2=CC=CC=C2CC1)C)N(C)C1=CC=CC=C1 ((S)-5,6-dimethyl-4-(N-methylphenylamino)-2-(1-methyl-1,2,3,4-tetrahydroisoquinolin-2-yl)pyrimidine hydrochloride). The yield is 44.3%. As a reaction SMILES: [CH3:1][NH:2][C:3]1[CH:8]=[CH:7][CH:6]=[CH:5][CH:4]=1.[CH3:9][C:10]1[C:11]([Cl:28])=[N:12][C:13]([N:17]2[CH2:26][CH2:25][C:24]3[C:19](=[CH:20][CH:21]=[CH:22][CH:23]=3)[C@@H:18]2[CH3:27])=[N:14][C:15]=1[CH3:16]>CN(C)C=O>[ClH:28].[CH3:9][C:10]1[C:11]([N:2]([C:3]2[CH:8]=[CH:7][CH:6]=[CH:5][CH:4]=2)[CH3:1])=[N:12][C:13]([N:17]2[CH2:26][CH2:25][C:24]3[C:19](=[CH:20][CH:21]=[CH:22][CH:23]=3)[C@@H:18]2[CH3:27])=[N:14][C:15]=1[CH3:16] |f:3.4|. Procedure: After N-methylaniline(0.6 ml, 5 mmol) was added to a mixture solution of (S)-5,6-dimethyl-2-(1-methyl-1,2,3,4-tetrahydroisoquinolin-2-yl)-4-chloropyrimidine(0.7 g, 2.4 mmol) prepared in the Step 2 of Example 62 and dimethylformamide(10 ml), 0.42 g of the titled compound was obtained in accordance with the same procedure as in Step 4 of Example 57. The reactants are O=C1OC(=O)c2c(Cl)c(Cl)c(Cl)c(Cl)c21, Cl, O, O=C(O)CC(=O)O, c1ccncc1. The product is CC(=O)c1c(Cl)c(Cl)c(Cl)c(Cl)c1C(=O)O. Reaction SMILES: [Cl:1][c:2]1[c:3]([Cl:4])[c:5]([Cl:6])[c:7]2[c:13]([c:14]1[Cl:15])[C:11](=[O:12])[O:10][C:8]2=[O:9].[ClH:29].[OH2:30].[OH:16][C:17]([CH2:18][C:19](=[O:20])[OH:21])=[O:22].[cH:23]1[cH:24][cH:25][n:26][cH:27][cH:28]1>>[Cl:1][c:2]1[c:3]([Cl:4])[c:5]([Cl:6])[c:7]([C:8](=[O:9])[CH3:17])[c:13]([C:11]([OH:10])=[O:12])[c:14]1[Cl:15]. The reagents and catalysts are [Pd] (palladium on activated charcoal). Reaction SMILES: C([O:8][C:9]1[C:14](=[O:15])[CH:13]=[CH:12][N:11]([CH2:16][CH2:17][O:18][C:19](=[O:23])[CH:20]([CH3:22])[CH3:21])[C:10]=1[CH2:24][CH3:25])C1C=CC=CC=1.CCO.CCOC(C)=O>CN(C)C=O.[Pd]>[CH2:24]([C:10]1[N:11]([CH2:16][CH2:17][O:18][C:19](=[O:23])[CH:20]([CH3:22])[CH3:21])[CH:12]=[CH:13][C:14](=[O:15])[C:9]=1[OH:8])[CH3:25]. Run at time 4 day. Procedure details: 3-Benzyloxy-2-ethyl -1-[2-(α-methylpropionyloxy)ethyl]pyridin-4-one was dissolved in 35 ml of dimethylformamide and about 0.1 g of palladium on activated charcoal (5%) was added. The solution was left under H2 for four days and the reaction was monitored by tlc (silica; 50% EtOH:50% EtOAc). The solution was filtered three times and rotary evaporated under high vacuum. The oily residue was then treated with activated charcoal in ethyl acetate, filtered and rotary evaporated to dryness. After crys... Yields the product C(C)C=1N(C=CC(C1O)=O)CCOC(C(C)C)=O (2-ethyl-3-hydroxy-1-[2-(α-methylpropionyloxy)ethyl]pyridin-4-one). Run in CN(C=O)C (dimethylformamide). Reactants: CCO (EtOH), C(C1=CC=CC=C1)OC1=C(N(C=CC1=O)CCOC(C(C)C)=O)CC (3-Benzyloxy-2-ethyl -1-[2-(α-methylpropionyloxy)ethyl]pyridin-4-one), CCOC(=O)C (EtOAc). The yield is 37.0%. The solvent is C1CCOC1 (THF). Product: C(C)OC(=O)N1CC2=C(CC1)N=C(O2)COC2=CC=CC=C2 (6,7-dihydro-2-(phenoxymethyl)-oxazolo[5,4-c]pyridine-5(4H)-carboxylic acid ethyl ester). Yield: 114.4%. Procedure details: Di-tert-butyl azodicarboxylate (2.20 g, 9.5 mmol) was added portionwise to a stirred solution of 6,7-dihydro-2-(hydroxymethyl)-oxazolo[5,4-c]pyridine-5(4H)-carboxylic acid ethyl ester (1.80 g, 7.95 mmol), phenol (0.90 g, 9.5 mmol) and triphenylphosphine (2.5 g, 9.5 mmol) in THF (40 mL) at 0° C. The mixture was stirred at room temperature for 20 minutes. The solvent was evaporated in vacuo and the crude product purified by flash column chromatography (silica; AcOEt in DCM 0/100 to 20/80). The des... Starting materials: N(=NC(=O)OC(C)(C)C)C(=O)OC(C)(C)C (Di-tert-butyl azodicarboxylate), C(C)OC(=O)N1CC2=C(CC1)N=C(O2)CO (6,7-dihydro-2-(hydroxymethyl)-oxazolo[5,4-c]pyridine-5(4H)-carboxylic acid ethyl ester), C1(=CC=CC=C1)O (phenol), C1(=CC=CC=C1)P(C1=CC=CC=C1)C1=CC=CC=C1 (triphenylphosphine). Reaction SMILES: N(C(OC(C)(C)C)=O)=NC(OC(C)(C)C)=O.[CH2:17]([O:19][C:20]([N:22]1[CH2:27][CH2:26][C:25]2[N:28]=[C:29]([CH2:31][OH:32])[O:30][C:24]=2[CH2:23]1)=[O:21])[CH3:18].[C:33]1(O)[CH:38]=[CH:37][CH:36]=[CH:35][CH:34]=1.C1(P(C2C=CC=CC=2)C2C=CC=CC=2)C=CC=CC=1>C1COCC1>[CH2:17]([O:19][C:20]([N:22]1[CH2:27][CH2:26][C:25]2[N:28]=[C:29]([CH2:31][O:32][C:33]3[CH:38]=[CH:37][CH:36]=[CH:35][CH:34]=3)[O:30][C:24]=2[CH2:23]1)=[O:21])[CH3:18]. Reaction conditions: time 20 minute. The reactants are O=[N+]([O-])c1cc2c(cc1Br)CCC2, CN(C)C=O, Sc1ccccn1. RXN SMILES: [Br:1][c:2]1[cH:3][c:4]2[c:8]([cH:9][c:10]1[N+:11](=[O:12])[O-:13])[CH2:7][CH2:6][CH2:5]2.[CH3:21][N:22]([CH3:23])[CH:24]=[O:25].[n:14]1[c:15]([SH:20])[cH:16][cH:17][cH:18][cH:19]1>>[c:2]1([S:20][c:15]2[n:14][cH:19][cH:18][cH:17][cH:16]2)[cH:3][c:4]2[c:8]([cH:9][c:10]1[N+:11](=[O:12])[O-:13])[CH2:7][CH2:6][CH2:5]2. Yields the product O=[N+]([O-])c1cc2c(cc1Sc1ccccn1)CCC2. Reactants: C(C)(=O)OCC (ethyl acetate), C1(=CC=C(C=C1)COC1=CC=C(C=C1)CC(=O)OC)C1=CC=CC=C1 (methyl 4-(4-biphenylylmethoxy)phenylacetate), CN(CCN)C (N,N-dimethylethylenediamine), N1N=CN=C1 (1H-1,2,4-triazole). Run in C1(=CC=CC=C1)C (toluene). Reaction conditions: time 2 hour. Product: C1(=CC=C(C=C1)COC1=CC=C(C=C1)CC(=O)NCCN(C)C)C1=CC=CC=C1 (4-(4-Biphenylylmethoxy)phenyl-N-[2-(N,N-dimethylamino)ethyl]acetamide). Yield: 102.2%. RXN SMILES: [C:1]1([C:20]2[CH:25]=[CH:24][CH:23]=[CH:22][CH:21]=2)[CH:6]=[CH:5][C:4]([CH2:7][O:8][C:9]2[CH:14]=[CH:13][C:12]([CH2:15][C:16](OC)=[O:17])=[CH:11][CH:10]=2)=[CH:3][CH:2]=1.[CH3:26][N:27]([CH3:31])[CH2:28][CH2:29][NH2:30].N1C=NC=N1.C(OCC)(=O)C>C1(C)C=CC=CC=1>[C:1]1([C:20]2[CH:21]=[CH:22][CH:23]=[CH:24][CH:25]=2)[CH:6]=[CH:5][C:4]([CH2:7][O:8][C:9]2[CH:14]=[CH:13][C:12]([CH2:15][C:16]([NH:30][CH2:29][CH2:28][N:27]([CH3:31])[CH3:26])=[O:17])=[CH:11][CH:10]=2)=[CH:3][CH:2]=1. Procedure: A solution of methyl 4-(4-biphenylylmethoxy)phenylacetate (60.0 g), N,N-dimethylethylenediamine (47.7 g), and 1H-1,2,4-triazole (12.6 g) in toluene (120 ml) was stirred under nitrogen at 100° C. for 8 hr and cooled until the temperature of the reaction mixture was reached to 60±2° C., to which ethyl acetate (240 ml) was added for 20 min. The reaction mixture was further heated under reflux for additional 30 min, left to stand at room temperature over night and stirred in an ice bath for 2 hr. Th... The reactants are [Cl-].[NH4+] (Ammonium chloride), BrC1=C(C=C(C(=C1)[N+](=O)[O-])C)N1CCOCC1 (4-(2-bromo-5-methyl-4-nitrophenyl)morpholine), Cl (HCl). Reagents/catalysts: [Fe] (Iron). Run in C(C)O (ethanol). Reaction conditions: temperature 60 celsius. Product: BrC=1C(=CC(=C(N)C1)C)N1CCOCC1 (5-Bromo-2-methyl-4-morpholin-4-ylaniline). Isolated yield 73.8%. As a reaction SMILES: Cl.[Cl-].[NH4+].[Br:4][C:5]1[CH:10]=[C:9]([N+:11]([O-])=O)[C:8]([CH3:14])=[CH:7][C:6]=1[N:15]1[CH2:20][CH2:19][O:18][CH2:17][CH2:16]1>C(O)C.[Fe]>[Br:4][C:5]1[C:6]([N:15]2[CH2:20][CH2:19][O:18][CH2:17][CH2:16]2)=[CH:7][C:8]([CH3:14])=[C:9]([CH:10]=1)[NH2:11] |f:1.2|. Procedure details: Iron powder (320 mg, 5.8 mmol) was stirred in ethanol (12 mL) with 1 N HCl solution (0.6 mL, 0.6 mmol) and heated at 60° C. for 2 hours. 5 N aqueous Ammonium chloride solution (1.0 mL, 5.0 mmol) and 4-(2-bromo-5-methyl-4-nitrophenyl)morpholine (350 mg, 1.2 mmol) were added and the mixture was heated at 60° C. for 30 minutes. The mixture was filtered through celite and the collected solids were washed with ethanol. The combined filtrates were evaporated to give the desired compound (0.24 g, 75%)....